The task is: describe an organic reaction: reactants, conditions, products, and yield. This data is from the Open Reaction Database (ORD), a public repository of structured organic reaction records. Starting materials: CCc1cc(C(Nc2ccc(C#N)cc2)C(=O)O)cc2c(C)coc12, O=C(c1ncc[nH]1)c1ncc[nH]1, C1CCOC1, NS(N)(=O)=O. RXN SMILES: [C:1](#[N:2])[c:3]1[cH:4][cH:5][c:6]([NH:9][CH:10]([C:11](=[O:12])[OH:13])[c:14]2[cH:15][c:16]([CH2:24][CH3:25])[c:17]3[c:18]([c:19]([CH3:22])[cH:20][o:21]3)[cH:23]2)[cH:7][cH:8]1.[C:26]([c:27]1[nH:28][cH:29][cH:30][n:31]1)([c:32]1[nH:33][cH:34][cH:35][n:36]1)=[O:37].[CH2:43]1[O:44][CH2:45][CH2:46][CH2:47]1.[NH2:38][S:39]([NH2:40])(=[O:41])=[O:42]>>[C:1](#[N:2])[c:3]1[cH:4][cH:5][c:6]([NH:9][CH:10]([C:11](=[O:12])[NH:38][S:39]([NH2:40])(=[O:41])=[O:42])[c:14]2[cH:15][c:16]([CH2:24][CH3:25])[c:17]3[c:18]([c:19]([CH3:22])[cH:20][o:21]3)[cH:23]2)[cH:7][cH:8]1. Product: CCc1cc(C(Nc2ccc(C#N)cc2)C(=O)NS(N)(=O)=O)cc2c(C)coc12. Reactants: CC(=O)Cl, COc1ccc2c(c1)C(CCCN)=CCC2. Yields the product COc1ccc2c(c1)C(CCCNC(C)=O)=CCC2. As a reaction SMILES: [CH3:17][C:18]([Cl:19])=[O:20].[CH3:1][O:2][c:3]1[cH:4][cH:5][c:6]2[c:11]([cH:12]1)[C:10]([CH2:13][CH2:14][CH2:15][NH2:16])=[CH:9][CH2:8][CH2:7]2>>[CH3:1][O:2][c:3]1[cH:4][cH:5][c:6]2[c:11]([cH:12]1)[C:10]([CH2:13][CH2:14][CH2:15][NH:16][C:18]([CH3:17])=[O:20])=[CH:9][CH2:8][CH2:7]2.